This data is from the Open Reaction Database (ORD), a public repository of structured organic reaction records. The task is: describe an organic reaction: reactants, conditions, products, and yield Reactants: ClC1=CC=C(C=C1)S(=O)(=O)NC(=O)C1=CC=C(C(=O)O)C=C1 (4-[(4-chlorophenyl)sulfonylaminocarbonyl]benzoic acid), 0189305 B1, C(C(=O)Cl)(=O)Cl (oxalyl chloride), C(Cl)Cl (CH2Cl2), Cl.N[C@@H](C(C)C)C(=O)N(C([C@H]1NCCC1)=O)C(C(C(F)(F)F)=O)C(C)C (N-L-valyl-N-[3,3,3-trifluro-1-(1-methylethyl)-2-oxopropyl]-L-prolinamide, Hydrochloride Salt), CN1CCOCC1 (NMM), C(Cl)Cl (CH2Cl2). Solvent: O (H2O), CN(C)C=O (DMF). Conditions: time 50 minute. Product: ClC1=CC=C(C=C1)S(=O)(=O)NC(=O)C1=CC=C(C(=O)N[C@@H](C(C)C)C(=O)N2[C@H](C(=O)NC(C(C(F)(F)F)=O)C(C)C)CCC2)C=C1 (N-[4-[(4-Chlorophenyl)sulfonylaminocarbonyl]benzoyl]-L-valyl-N-[3,3,3-trifluoro-1-(1-methylethyl)-2-oxopropyl]-L-prolinamide). The yield is 70.0%. RXN SMILES: [Cl:1][C:2]1[CH:7]=[CH:6][C:5]([S:8]([NH:11][C:12]([C:14]2[CH:22]=[CH:21][C:17]([C:18](O)=[O:19])=[CH:16][CH:15]=2)=[O:13])(=[O:10])=[O:9])=[CH:4][CH:3]=1.[C:23](Cl)(=O)[C:24](Cl)=O.Cl.N[C@H](C([N:37]([CH:45]([CH:52]([CH3:54])[CH3:53])[C:46](=[O:51])[C:47]([F:50])([F:49])[F:48])[C:38](=[O:44])[C@@H:39]1[CH2:43][CH2:42][CH2:41][NH:40]1)=O)C(C)C.C[N:56]1[CH2:61][CH2:60][O:59]CC1.[CH2:62](Cl)Cl>O.CN(C=O)C>[Cl:1][C:2]1[CH:7]=[CH:6][C:5]([S:8]([NH:11][C:12]([C:14]2[CH:15]=[CH:16][C:17]([C:18]([NH:56][C@H:61]([C:60]([N:40]3[CH2:41][CH2:42][CH2:43][C@H:39]3[C:38]([NH:37][CH:45]([CH:52]([CH3:53])[CH3:54])[C:46](=[O:51])[C:47]([F:48])([F:49])[F:50])=[O:44])=[O:59])[CH:23]([CH3:24])[CH3:62])=[O:19])=[CH:21][CH:22]=2)=[O:13])(=[O:9])=[O:10])=[CH:4][CH:3]=1 |f:2.3|. Procedure details: To a stirred light suspension of 4-[(4-chlorophenyl)sulfonylaminocarbonyl]benzoic acid (0.68 g, 2.02 mmol; EP Pat. Appl. Publ. No. 0189305 B1) in CH2Cl2 (18 mL) and DMF (2 mL) under argon is added oxalyl chloride (0.18 mL, 2.02 mmol) dropwise. After 50 minutes, add a solution of 51 (0.81 g, 2.02 mmol) and NMM (1.00 mL, 9.07 mmol) in CH2Cl2 (8 mL). Stir for 3 hours and then pour the reaction mixture into H2O (75 mL) and separate the layers. The aqueous phase is extracted with additional EtOAc (2×... Starting materials: CO, COC(=O)C=C(c1ccc(Cl)cc1)C1CC1, Cl, [Mg]. Product: COC(=O)CC(c1ccc(Cl)cc1)C1CC1. RXN SMILES: [CH3:18][OH:19].[CH:1]1([C:4](=[CH:5][C:6](=[O:7])[O:8][CH3:9])[c:10]2[cH:11][cH:12][c:13]([Cl:16])[cH:14][cH:15]2)[CH2:2][CH2:3]1.[ClH:20].[Mg:17]>>[CH:1]1([CH:4]([CH2:5][C:6](=[O:7])[O:8][CH3:9])[c:10]2[cH:11][cH:12][c:13]([Cl:16])[cH:14][cH:15]2)[CH2:2][CH2:3]1.